From a dataset of the Open Reaction Database (ORD), a public repository of structured organic reaction records. describe an organic reaction: reactants, conditions, products, and yield Starting materials: C(C)C1=NC2=C(N1C1=NC(=C3N=C(N(C3=N1)C)C=O)N1CCOCC1)C=CC=C2 (2-(2-ethylbenzoimidazol-1-yl)-9-methyl-6-morpholin-4-yl-9H-purine-8-carbaldehyde), N1CC(C1)N1CC(NCC1)=O (4-azetidin-3-ylpiperazin-2-one), ClCCCl (DCE), C(C)(=O)O[BH-](OC(C)=O)OC(C)=O.[Na+] (sodium triacetoxyborohydride). The solvent is CO (MeOH). Reaction conditions: time 16 hour. The product is C(C)C1=NC2=C(N1C1=NC(=C3N=C(N(C3=N1)C)CN1CC(C1)N1CC(NCC1)=O)N1CCOCC1)C=CC=C2 (4-(1-((2-(2-ethyl-1H-benzo[d]imidazol-1-yl)-9-methyl-6-morpholino-9H-purin-8-yl)methyl)azetidin-3-yl)piperazin-2-one). As a reaction SMILES: [CH2:1]([C:3]1[N:7]([C:8]2[N:16]=[C:15]3[C:11]([N:12]=[C:13]([CH:18]=O)[N:14]3[CH3:17])=[C:10]([N:20]3[CH2:25][CH2:24][O:23][CH2:22][CH2:21]3)[N:9]=2)[C:6]2[CH:26]=[CH:27][CH:28]=[CH:29][C:5]=2[N:4]=1)[CH3:2].[NH:30]1[CH2:33][CH:32]([N:34]2[CH2:39][CH2:38][NH:37][C:36](=[O:40])[CH2:35]2)[CH2:31]1.ClCCCl.C(O[BH-](OC(=O)C)OC(=O)C)(=O)C.[Na+]>CO>[CH2:1]([C:3]1[N:7]([C:8]2[N:16]=[C:15]3[C:11]([N:12]=[C:13]([CH2:18][N:30]4[CH2:31][CH:32]([N:34]5[CH2:39][CH2:38][NH:37][C:36](=[O:40])[CH2:35]5)[CH2:33]4)[N:14]3[CH3:17])=[C:10]([N:20]3[CH2:25][CH2:24][O:23][CH2:22][CH2:21]3)[N:9]=2)[C:6]2[CH:26]=[CH:27][CH:28]=[CH:29][C:5]=2[N:4]=1)[CH3:2] |f:3.4|. Procedure details: A mixture of 2-(2-ethylbenzoimidazol-1-yl)-9-methyl-6-morpholin-4-yl-9H-purine-8-carbaldehyde (100 mg, 0.26 mmol), 4-azetidin-3-ylpiperazin-2-one (44 mg, 0.28 mmol) and 4 Å powdered molecular sieves (250 mg) in MeOH (2 mL) and DCE (5 mL) was stirred at room temperature for 2 h before the addition of sodium triacetoxyborohydride (108 mg, 0.51 mmol). The reaction mixture was stirred for 16 h then filtered through celite, washing with DCM. The organic phase was washed with brine (×1) and concentrat...